This data is from the Open Reaction Database (ORD), a public repository of structured organic reaction records. The task is: describe an organic reaction: reactants, conditions, products, and yield Reactants: C(C1=CC=NC=C1)(=O)CC(=O)[O-] (isonicotinoylacetate), CNNC1=CC=CC=C1 (1-methyl-2-phenylhydrazine), C(C)(=O)O (acetic acid). Run in O (water). Conditions: time 4 hour. The product is CN1N(C(C=C1C1=CC=NC=C1)=O)C1=CC=CC=C1 (1-methyl-2-phenyl-5-(pyridin-4-yl)-1,2-dihydropyrazol-3-one). The yield is 57.5%. As a reaction SMILES: [C:1]([CH2:9][C:10]([O-:12])=O)(=O)[C:2]1[CH:7]=[CH:6][N:5]=[CH:4][CH:3]=1.[CH3:13][NH:14][NH:15][C:16]1[CH:21]=[CH:20][CH:19]=[CH:18][CH:17]=1.C(O)(=O)C>O>[CH3:13][N:14]1[C:1]([C:2]2[CH:3]=[CH:4][N:5]=[CH:6][CH:7]=2)=[CH:9][C:10](=[O:12])[N:15]1[C:16]1[CH:21]=[CH:20][CH:19]=[CH:18][CH:17]=1. Reported procedure: thyl isonicotinoylacetate (3.01 g, 16 mmol) and 1-methyl-2-phenylhydrazine (2.03 g, 17 mmol) were suspended in water (50 ml) and glacial acetic acid (1.35 ml, 23 mmol) was added. The flask was fitted with a reflux condenser and placed in a preheated oil bath (115 C) and stirred. After 4 hours, the reaction cooled to room temperature and extracted with EtOAc (2×100 ml; 50 ml), 10:1 DCM/MeOH (110 ml), and EtOAc again. The organic phases were combined, dried over sodium sulfate, filtered, and conce... Reactants: CN(C=O)C1=C(C=C(C=C1)C)[N+](=O)[O-] (N-Methyl-N-(4-methyl-2-nitrophenyl)formamide), C(C)O (ethanol), S(=O)([O-])S(=O)[O-].[Na+].[Na+] (sodium hydrosulfite), 54g. Run in O (water). Conditions: temperature 80 celsius, time 7 hour. The product is CN1C=NC2=C1C=CC(=C2)C (1,5-dimethylbenzimidazole). Isolated yield 67.0%. Reaction SMILES: [CH3:1][N:2]([C:5]1[CH:10]=[CH:9][C:8]([CH3:11])=[CH:7][C:6]=1[N+:12]([O-])=O)[CH:3]=O.C(O)C.S(S([O-])=O)([O-])=O.[Na+].[Na+]>O>[CH3:1][N:2]1[C:5]2[CH:10]=[CH:9][C:8]([CH3:11])=[CH:7][C:6]=2[N:12]=[CH:3]1 |f:2.3.4|. Procedure: N-Methyl-N-(4-methyl-2-nitrophenyl)formamide, 20 g (103 mmols), was added to 400 ml of ethanol and a solution of sodium hydrosulfite, 54g (310 mmols) in 300ml of water was added dropwise to the mixture at 80° C. After stirring at 80° C. for 7 hours, the mixture was stirred at room temperature for further 16 hours. The solvent was distilled off under reduced pressure and 200 ml of 1N sodium hydroxide aqueous solution was added to the residue followed by extraction with ethyl acetate. The organic ... The reactants are ClCCCCCCOC(C1=CC=CC=C1)(C1=CC=CC=C1)C1=CC=CC=C1 (1-chloro-6-triphenylmethoxyhexane), ClCCCCCCO (1-chloro-6-hydroxyhexane), C1(=CC=CC=C1)C(C1=CC=CC=C1)(C1=CC=CC=C1)Cl (triphenylmethyl chloride), [Li] (lithium), ether-pet ether, Cl (hydrochloric acid). Run in CCOCC (ether), CS(=O)C (dimethylsulfoxide), O (water), CS(=O)C (dimethylsulfoxide), O (water), ice. Reaction conditions: temperature 25 celsius, time 3.5 hour. The product is C1(=CC=CC=C1)C(OCCCCCCC#C)(C1=CC=CC=C1)C1=CC=CC=C1 (8-triphenylmethoxy-1-octyne). Reaction SMILES: Cl[CH2:2][CH2:3][CH2:4][CH2:5][CH2:6][CH2:7][O:8][C:9]([C:22]1[CH:27]=[CH:26][CH:25]=[CH:24][CH:23]=1)([C:16]1[CH:21]=[CH:20][CH:19]=[CH:18][CH:17]=1)[C:10]1[CH:15]=[CH:14][CH:13]=[CH:12][CH:11]=1.Cl[CH2:29][CH2:30]CCCCO.C1(C(Cl)(C2C=CC=CC=2)C2C=CC=CC=2)C=CC=CC=1.[Li].Cl>O.CCOCC.CS(C)=O>[C:10]1([C:9]([C:22]2[CH:27]=[CH:26][CH:25]=[CH:24][CH:23]=2)([C:16]2[CH:21]=[CH:20][CH:19]=[CH:18][CH:17]=2)[O:8][CH2:7][CH2:6][CH2:5][CH2:4][CH2:3][CH2:2][C:29]#[CH:30])[CH:15]=[CH:14][CH:13]=[CH:12][CH:11]=1 |^1:55|. Reported procedure: to a stirred suspension of 68.1 g. (0.18 moles) of 1-chloro-6-triphenylmethoxyhexane, prepared from 1-chloro-6-hydroxyhexane and triphenylmethyl chloride in the manner of Example 277, in 60 ml. of dimethylsulfoxide is added a solution of 19.9 g. (0.216 moles) of lithium acetylideethylenediamine complex in 120 ml. of dimethylsulfoxide during 20 minutes. The temperature is maintained at 25° C. with an ice bath during the addition, after which the mixture is stirred at ambient temperature for 3.5 h... RXN SMILES: Cl[C:2]1[N:7]=[C:6]([NH:8][CH:9]2[CH2:26][CH2:25][C:12]3([CH2:17][CH2:16][N:15]([C:18]([O:20][C:21]([CH3:24])([CH3:23])[CH3:22])=[O:19])[CH2:14][CH2:13]3)[CH2:11][CH2:10]2)[C:5]([Cl:27])=[CH:4][N:3]=1.Cl.[CH3:29][N:30]1[C:38]([CH3:39])=[C:37]2[C:32]([CH:33]=[C:34]([NH2:40])[CH:35]=[CH:36]2)=[N:31]1.CCN(C(C)C)C(C)C>CCCCO>[Cl:27][C:5]1[C:6]([NH:8][CH:9]2[CH2:26][CH2:25][C:12]3([CH2:13][CH2:14][N:15]([C:18]([O:20][C:21]([CH3:22])([CH3:23])[CH3:24])=[O:19])[CH2:16][CH2:17]3)[CH2:11][CH2:10]2)=[N:7][C:2]([NH:40][C:34]2[CH:35]=[CH:36][C:37]3[C:32]([CH:33]=2)=[N:31][N:30]([CH3:29])[C:38]=3[CH3:39])=[N:3][CH:4]=1 |f:1.2|. Run in CCCCO (n-BuOH). Yield: 19.8%. Reported procedure: To a suspension of tert-butyl 9-((2,5-dichloropyrimidin-4-yl)amino)-3-azaspiro[5.5]undecane-3-carboxylate (659.8 mg, 1.59 mmol) and 2,3-dimethylindazol-6-amine hydrochloride (580.6 mg, 2.94 mmol) in n-BuOH (6 mL) was added DIPEA (755.5 mg, 5.79 mmol). The reaction mixture was stirred at 150° C. under microwave radiation for 2 h and concentrated in vacuo. The residue was purified by silica gel column chromatography (EtOAc/PE (v/v)=2/1) to give the title compound as a yellow solid (169.7 mg, 19.8%... Yields the product ClC=1C(=NC(=NC1)NC=1C=CC2=C(N(N=C2C1)C)C)NC1CCC2(CCN(CC2)C(=O)OC(C)(C)C)CC1 (tert-butyl 9-((5-chloro-2-((2,3-dimethyl-2H-indazol-6-yl)amino)pyrimidin-4-yl)amino)-3-azaspiro[5.5]undecane-3-carboxylate). Reaction conditions: temperature 150 celsius, time 2 hour. The reactants are ClC1=NC=C(C(=N1)NC1CCC2(CCN(CC2)C(=O)OC(C)(C)C)CC1)Cl (tert-butyl 9-((2,5-dichloropyrimidin-4-yl)amino)-3-azaspiro[5.5]undecane-3-carboxylate), Cl.CN1N=C2C=C(C=CC2=C1C)N (2,3-dimethylindazol-6-amine hydrochloride), CCN(C(C)C)C(C)C (DIPEA). The reactants are ClC1=C(C(=NC(=N1)C)C(C#N)C1=C(C=C(C=C1C)C)C)C (6-chloro-2,5-dimethylpyrimidin-4-yl-(2,4,6-trimethylphenyl)-acetonitrile), P(O)(O)(O)=O (phosphoric acid). The solvent is O (water). Yields the product OC1=NC(=NC(=C1C)CC1=C(C=C(C=C1C)C)C)C (4-Hydroxy-2,5-dimethyl-6-(2,4,6-trimethyl-benzyl)-pyrimidine). Isolated yield 95.0%. RXN SMILES: Cl[C:2]1[N:7]=[C:6]([CH3:8])[N:5]=[C:4]([CH:9]([C:12]2[C:17]([CH3:18])=[CH:16][C:15]([CH3:19])=[CH:14][C:13]=2[CH3:20])C#N)[C:3]=1[CH3:21].P(=O)(O)(O)[OH:23]>O>[OH:23][C:2]1[C:3]([CH3:21])=[C:4]([CH2:9][C:12]2[C:17]([CH3:18])=[CH:16][C:15]([CH3:19])=[CH:14][C:13]=2[CH3:20])[N:5]=[C:6]([CH3:8])[N:7]=1. Procedure details: A mixture of 6-chloro-2,5-dimethylpyrimidin-4-yl-(2,4,6-trimethylphenyl)-acetonitrile (1.5 g, 5.0 mmol) and 60 ml of 85% phosphoric acid was heated at reflux for 2 hours. The mixture was cooled at rt and diluted with water and extracted with chloroform. The organic layer was washed with brine, dried and concentrated to give 1.21 g (95%) of the title compound as a white solid, mp 260-262° C.